This data is from the Open Reaction Database (ORD), a public repository of structured organic reaction records. The task is: describe an organic reaction: reactants, conditions, products, and yield Starting materials: N1(N=CC=C1)C1=CC=C(C=O)C=C1 (4-(1H-pyrazol-1-yl)benzaldehyde), C(Br)(Br)Br (bromoform), [OH-].[K+] (potassium hydroxide), CO (MeOH), CO (MeOH). Solvent: O1CCOCC1 (dioxane). Reaction conditions: time 23 hour. The product is N1(N=CC=C1)C1=CC=C(C=C1)C(C(=O)[O-])OC.[K+] (potassium 2-(4-(1H-pyrazol-1-yl)phenyl)-2-methoxyacetate). RXN SMILES: [N:1]1([C:6]2[CH:13]=[CH:12][C:9]([CH:10]=[O:11])=[CH:8][CH:7]=2)[CH:5]=[CH:4][CH:3]=[N:2]1.[CH:14](Br)(Br)Br.[OH-:18].[K+:19].[CH3:20][OH:21]>O1CCOCC1>[N:1]1([C:6]2[CH:13]=[CH:12][C:9]([CH:10]([O:11][CH3:14])[C:20]([O-:21])=[O:18])=[CH:8][CH:7]=2)[CH:5]=[CH:4][CH:3]=[N:2]1.[K+:19] |f:2.3,6.7|. Procedure details: To a stirred solution of 4-(1H-pyrazol-1-yl)benzaldehyde (1.3 g, 7.55 mmol) and bromoform (0.85 mL, 9.75 mmol) in MeOH (10 mL) and dioxane (10 mL) was added dropwise a solution of potassium hydroxide (2.2 g, 39 mmol) in MeOH (10 mL) over 15 minutes. Stirring was then continued for 23 hours. The mixture was filtered through Celite, rinsed through with EtOAc and concentrated under reduced pressure to yield potassium 2-(4-(1H-pyrazol-1-yl)phenyl)-2-methoxyacetate as a light yellow solid (3.2 g) tha... Reactants: COC([C@@H](NC([C@@H](NC[C@H](C(C)C)NC([C@H]1NC(CC1)=O)=O)CC1=CC=CC=C1)=O)CCSC)=O (N-[2(S)-(L-Pyroglutamylamino)-3-methylbutyl]phenylalanyl-methionine methyl ester), [Li+].[OH-] (LiOH). The solvent is CO (methanol), O (water), O (water). Reaction conditions: time 3 hour. The product is N1[C@@H](CCC1=O)C(=O)N[C@H](CN[C@@H](CC1=CC=CC=C1)C(=O)N[C@@H](CCSC)C(=O)O)C(C)C (N-[2(S)-(L-Pyroglutamylamino)-3-methylbutyl]phenylalanyl-methionine). RXN SMILES: C[O:2][C:3](=[O:35])[C@H:4]([CH2:31][CH2:32][S:33][CH3:34])[NH:5][C:6](=[O:30])[C@H:7]([CH2:23][C:24]1[CH:29]=[CH:28][CH:27]=[CH:26][CH:25]=1)[NH:8][CH2:9][C@@H:10]([NH:14][C:15](=[O:22])[C@@H:16]1[CH2:20][CH2:19][C:18](=[O:21])[NH:17]1)[CH:11]([CH3:13])[CH3:12].[Li+].[OH-]>CO.O>[NH:17]1[C:18](=[O:21])[CH2:19][CH2:20][C@H:16]1[C:15]([NH:14][C@@H:10]([CH:11]([CH3:13])[CH3:12])[CH2:9][NH:8][C@H:7]([C:6]([NH:5][C@H:4]([C:3]([OH:35])=[O:2])[CH2:31][CH2:32][S:33][CH3:34])=[O:30])[CH2:23][C:24]1[CH:29]=[CH:28][CH:27]=[CH:26][CH:25]=1)=[O:22] |f:1.2|. Reported procedure: The product of Step E was dissolved in 15 mL of methanol and a solution of 60 mg of LiOH in 7 mL of water added. The mixture was stirred for 3 h at room temperature under argon, diluted with water and filtered. The filtrate was neutralized with 10% citric acid and cooled. The product was isolated by filtration and further purified by reverse phase HPLC. Lyophilization gave the title compound as a white solid. 1H-NMR (D2O) δ7.40 (3H, m), 7.29 (2H, m), 4.36 (1H, dd, J=4.9, 8.5 Hz), 4.29 (1H, m), 4... As a reaction SMILES: [CH3:1][O:2][C:3]([CH2:4][NH:5][C:6](=[O:7])[c:8]1[cH:9][cH:10][c:11]2[c:12]([n:13][o:14][n:15]2)[cH:16]1)=[O:17].[CH3:21][OH:22].[ClH:20].[K+:19].[OH-:18]>>[O:2]=[C:3]([CH2:4][NH:5][C:6](=[O:7])[c:8]1[cH:9][cH:10][c:11]2[c:12]([n:13][o:14][n:15]2)[cH:16]1)[OH:17]. Reactants: COC(=O)CNC(=O)c1ccc2nonc2c1, CO, Cl, [K+], [OH-]. Product: O=C(O)CNC(=O)c1ccc2nonc2c1. The reactants are ClCCCl, CS(=O)(=O)O, CS(=O)(=O)O, CCN(C(C)C)C(C)C, NC1Cc2cc(Cl)c3[nH]ncc3c2CN(CC(F)(F)F)C1=O, O=C(O)c1ccc2c(c1)CC1(C2)C(=O)Nc2ncccc21, CN(C)C=O, On1nnc2ccccc21. Product: O=C(NC1Cc2cc(Cl)c3[nH]ncc3c2CN(CC(F)(F)F)C1=O)c1ccc2c(c1)CC1(C2)C(=O)Nc2ncccc21. RXN SMILES: [CH2:73]([Cl:74])[CH2:75][Cl:76].[CH3:1][S:2]([OH:3])(=[O:4])=[O:5].[CH3:6][S:7]([OH:8])(=[O:9])=[O:10].[CH:54]([N:55]([CH2:56][CH3:57])[CH:58]([CH3:59])[CH3:60])([CH3:61])[CH3:62].[NH2:11][CH:12]1[CH2:13][c:14]2[c:15]([c:16]3[cH:17][n:18][nH:19][c:20]3[c:21]([Cl:23])[cH:22]2)[CH2:24][N:25]([CH2:28][C:29]([F:30])([F:31])[F:32])[C:26]1=[O:27].[O:33]=[C:34]1[NH:35][c:36]2[n:37][cH:38][cH:39][cH:40][c:41]2[C:42]12[CH2:43][c:44]1[cH:45][cH:46][c:47]([C:51](=[O:52])[OH:53])[cH:48][c:49]1[CH2:50]2.[O:77]=[CH:78][N:79]([CH3:80])[CH3:81].[OH:63][n:64]1[c:65]2[c:66]([cH:67][cH:68][cH:69][cH:70]2)[n:71][n:72]1>>[NH:11]([CH:12]1[CH2:13][c:14]2[c:15]([c:16]3[cH:17][n:18][nH:19][c:20]3[c:21]([Cl:23])[cH:22]2)[CH2:24][N:25]([CH2:28][C:29]([F:30])([F:31])[F:32])[C:26]1=[O:27])[C:51]([c:47]1[cH:46][cH:45][c:44]2[c:49]([cH:48]1)[CH2:50][C:42]1([C:34](=[O:33])[NH:35][c:36]3[n:37][cH:38][cH:39][cH:40][c:41]31)[CH2:43]2)=[O:52]. Starting materials: CC(C)(C)C(NC(=O)c1cn(COCC[Si](C)(C)C)c2ncc(-c3cn(CC4CC4)cn3)nc12)C(=O)N1CCC(C#N)CC1, ClCCl, O=C(O)C(F)(F)F. Product: CC(C)(C)C(NC(=O)c1c[nH]c2ncc(-c3cn(CC4CC4)cn3)nc12)C(=O)N1CCC(C#N)CC1. RXN SMILES: [C:1](#[N:2])[CH:3]1[CH2:4][CH2:5][N:6]([C:9](=[O:10])[CH:11]([C:12]([CH3:13])([CH3:14])[CH3:15])[NH:16][C:17](=[O:18])[c:19]2[cH:20][n:21]([CH2:37][O:38][CH2:39][CH2:40][Si:41]([CH3:42])([CH3:43])[CH3:44])[c:22]3[n:23][cH:24][c:25](-[c:28]4[n:29][cH:30][n:31]([CH2:33][CH:34]5[CH2:35][CH2:36]5)[cH:32]4)[n:26][c:27]23)[CH2:7][CH2:8]1.[Cl:52][CH2:53][Cl:54].[OH:45][C:46]([C:47]([F:48])([F:49])[F:50])=[O:51]>>[C:1](#[N:2])[CH:3]1[CH2:4][CH2:5][N:6]([C:9](=[O:10])[CH:11]([C:12]([CH3:13])([CH3:14])[CH3:15])[NH:16][C:17](=[O:18])[c:19]2[cH:20][nH:21][c:22]3[n:23][cH:24][c:25](-[c:28]4[n:29][cH:30][n:31]([CH2:33][CH:34]5[CH2:35][CH2:36]5)[cH:32]4)[n:26][c:27]23)[CH2:7][CH2:8]1. Reactants: CCCCCCCOc1cc([N+](=O)[O-])c(O)cc1N, CCO, CCCCCCC(C)Oc1cc([N+](=O)[O-])c(O)cc1N=Nc1cc(OC(C)CCCCCC)c(N(C)C)cc1O, Cl, O=N[O-], [Na+], c1ccncc1. Yields the product CCCCCCCOc1cc([N+](=O)[O-])c(O)cc1N=Nc1cc(OC(C)CCCCCC)c(N(C)C)cc1O. Reaction SMILES: [CH2:1]([O:2][c:3]1[c:4]([NH2:5])[cH:6][c:7]([OH:8])[c:9]([N+:10]([O-:11])=[O:12])[cH:13]1)[CH2:14][CH2:15][CH2:16][CH2:17][CH2:18][CH3:19].[CH3:25][CH2:26][OH:27].[CH3:28][CH:29]([CH2:30][CH2:31][CH2:32][CH2:33][CH2:34][CH3:35])[O:36][c:37]1[cH:38][c:39]([N+:65](=[O:66])[O-:67])[c:40]([OH:64])[cH:41][c:42]1[N:43]=[N:44][c:45]1[c:46]([OH:63])[cH:47][c:48]([N:60]([CH3:61])[CH3:62])[c:49]([O:51][CH:52]([CH2:53][CH2:54][CH2:55][CH2:56][CH2:57][CH3:58])[CH3:59])[cH:50]1.[ClH:24].[N:20]([O-:21])=[O:22].[Na+:23].[cH:68]1[cH:69][cH:70][n:71][cH:72][cH:73]1>>[CH2:29]([CH2:30][CH2:31][CH2:32][CH2:33][CH2:34][CH3:35])[O:36][c:37]1[cH:38][c:39]([N+:65](=[O:66])[O-:67])[c:40]([OH:64])[cH:41][c:42]1[N:43]=[N:44][c:45]1[c:46]([OH:63])[cH:47][c:48]([N:60]([CH3:61])[CH3:62])[c:49]([O:51][CH:52]([CH2:53][CH2:54][CH2:55][CH2:56][CH2:57][CH3:58])[CH3:59])[cH:50]1.